The task is: describe an organic reaction: reactants, conditions, products, and yield. This data is from the Open Reaction Database (ORD), a public repository of structured organic reaction records. The reactants are [Li+].[Cl-] (LiCl), [OH-].[Na+] (NaOH), NC=1SC2=C(N=CN=C2N)N1 (2,7-diaminothiazolo[4,5-d]pyrimidine), N(=O)[O-].[Na+] (sodium nitrite). Solvent: O (water), O (water), O (water). Reaction conditions: temperature 45 celsius, time 8 hour. Yields the product NC=1C2=C(N=CN1)N=C(S2)Cl (7-Amino-2-chlorothiazolo[4,5-d]pyrimidine). RXN SMILES: N[C:2]1[S:3][C:4]2[C:9]([NH2:10])=[N:8][CH:7]=[N:6][C:5]=2[N:11]=1.[OH-].[Na+].N([O-])=O.[Na+].[Li+].[Cl-:19]>O>[NH2:10][C:9]1[C:4]2[S:3][C:2]([Cl:19])=[N:11][C:5]=2[N:6]=[CH:7][N:8]=1 |f:1.2,3.4,5.6|. Procedure details: To a suspension of 2,7-diaminothiazolo[4,5-d]pyrimidine (27: 16.3 g, 97.3 mmol) in water (200 mL) at 55° C. was added enough 1N NaOH (about 100 mL) to dissolve the starting material and sodium nitrite (8.0 g) was then added. This solution was then added dropwise over 30 min. to a solution containing con HC1 (400 mL), water (100 mL) and LiCl (60 g) at 30° C. The resulting mixture was warmed to 45° C. for 15 min. and then hot water (1 L, 90°) was added. The reaction mixture was stirred overnight a... The reactants are C(C)[Zn]CC (diethylzinc), Cl (HCl), C(C1=CC=CC=C1)=O (Benzaldehyde). The solvent is O (Water). Run at time 2.5 hour. Product: C1(=CC=CC=C1)C(CC)O (1-phenyl-1-propanol). Isolated yield 43.0%. RXN SMILES: C([Zn][CH2:4][CH3:5])C.[CH:6](=[O:13])[C:7]1[CH:12]=[CH:11][CH:10]=[CH:9][CH:8]=1.Cl>O>[C:7]1([CH:6]([OH:13])[CH2:4][CH3:5])[CH:12]=[CH:11][CH:10]=[CH:9][CH:8]=1. Reported procedure: To a Schlenk flask containing degassed dry dichloromethane (10 mL) was added the polymer of Example 2 (28.6 mg, 0.1 mmol based on the biphenyl subunit) and diethylzinc (0.42 mL, 4 mmol). The resulting mixture was stirred at r.t. for 2.5 h. Benzaldehyde (0.2 mL, 2 mmol) was then added and the reaction mixture was stirred at r.t. for 112 h. Water (5 mL) and 1N HCl (5 mL) were added to quench the reaction. The polymer catalyst was filtered off and recovered. The organic layer in the filtrate was se...